The task is: describe an organic reaction: reactants, conditions, products, and yield. This data is from the Open Reaction Database (ORD), a public repository of structured organic reaction records. Starting materials: C, FC(F)(F)c1cc(CN(Cc2cc(C(F)(F)F)ccc2-c2ccccc2OCc2ccccc2)c2ncc(N3CCOCC3)cn2)cc(C(F)(F)F)c1, CCO, [Pd]. Yields the product Oc1ccccc1-c1ccc(C(F)(F)F)cc1CN(Cc1cc(C(F)(F)F)cc(C(F)(F)F)c1)c1ncc(N2CCOCC2)cn1. As a reaction SMILES: [C:57].[CH2:1]([c:2]1[cH:3][cH:4][cH:5][cH:6][cH:7]1)[O:8][c:9]1[c:10](-[c:15]2[c:16]([CH2:25][N:26]([c:27]3[n:28][cH:29][c:30]([N:33]4[CH2:34][CH2:35][O:36][CH2:37][CH2:38]4)[cH:31][n:32]3)[CH2:39][c:40]3[cH:41][c:42]([C:50]([F:51])([F:52])[F:53])[cH:43][c:44]([C:46]([F:47])([F:48])[F:49])[cH:45]3)[cH:17][c:18]([C:21]([F:22])([F:23])[F:24])[cH:19][cH:20]2)[cH:11][cH:12][cH:13][cH:14]1.[CH3:54][CH2:55][OH:56].[Pd:58]>>[OH:8][c:9]1[c:10](-[c:15]2[c:16]([CH2:25][N:26]([c:27]3[n:28][cH:29][c:30]([N:33]4[CH2:34][CH2:35][O:36][CH2:37][CH2:38]4)[cH:31][n:32]3)[CH2:39][c:40]3[cH:41][c:42]([C:50]([F:51])([F:52])[F:53])[cH:43][c:44]([C:46]([F:47])([F:48])[F:49])[cH:45]3)[cH:17][c:18]([C:21]([F:22])([F:23])[F:24])[cH:19][cH:20]2)[cH:11][cH:12][cH:13][cH:14]1. The reactants are C1CNCCN1, Cl, c1ccc(Oc2ccccc2)cc1, O, Clc1cc2c(Cl)cccc2c(N2CCSCC2)n1. Yields the product Clc1cccc2c(N3CCSCC3)nc(N3CCNCC3)cc12. Reaction SMILES: [CH2:19]1[CH2:20][NH:21][CH2:22][CH2:23][NH:24]1.[ClH:25].[O:27]([c:28]1[cH:29][cH:30][cH:31][cH:32][cH:33]1)[c:34]1[cH:35][cH:36][cH:37][cH:38][cH:39]1.[OH2:26].[S:1]1[CH2:2][CH2:3][N:4]([c:7]2[n:8][c:9]([Cl:18])[cH:10][c:11]3[c:12]([Cl:17])[cH:13][cH:14][cH:15][c:16]23)[CH2:5][CH2:6]1>>[S:1]1[CH2:2][CH2:3][N:4]([c:7]2[n:8][c:9]([N:21]3[CH2:20][CH2:19][NH:24][CH2:23][CH2:22]3)[cH:10][c:11]3[c:12]([Cl:17])[cH:13][cH:14][cH:15][c:16]23)[CH2:5][CH2:6]1. Reactants: Cc1cc(NC(=O)OC(C)(C)C)c(NC(=O)CC(=O)c2cccc(-c3ccnc(C(F)(F)F)c3)c2)cc1Cl, ClCCl, O=C(O)C(F)(F)F. Yields the product Cc1cc2c(cc1Cl)NC(=O)CC(c1cccc(-c3ccnc(C(F)(F)F)c3)c1)=N2. RXN SMILES: [C:1]([O:2][C:3](=[O:4])[NH:7][c:8]1[c:9]([NH:16][C:17]([CH2:18][C:19](=[O:5])[c:20]2[cH:21][c:22](-[c:26]3[cH:27][c:28]([C:32]([F:33])([F:34])[F:35])[n:29][cH:30][cH:31]3)[cH:23][cH:24][cH:25]2)=[O:37])[cH:10][c:11]([Cl:15])[c:12]([CH3:14])[cH:13]1)([CH3:6])([CH3:36])[CH3:38].[Cl:46][CH2:47][Cl:48].[F:39][C:40]([F:41])([F:42])[C:43]([OH:44])=[O:45]>>[N:7]1=[C:19]([c:20]2[cH:21][c:22](-[c:26]3[cH:27][c:28]([C:32]([F:33])([F:34])[F:35])[n:29][cH:30][cH:31]3)[cH:23][cH:24][cH:25]2)[CH2:18][C:17](=[O:37])[NH:16][c:9]2[c:8]1[cH:13][c:12]([CH3:14])[c:11]([Cl:15])[cH:10]2.